This data is from the Open Reaction Database (ORD), a public repository of structured organic reaction records. The task is: describe an organic reaction: reactants, conditions, products, and yield Starting materials: C([O-])([O-])=O.[Na+].[Na+] (sodium carbonate), ClC=1C(=C(C=CC1Br)SC)C1=CC=CC=C1 (3-chloro-4-bromo-2-phenyl(methylthio)benzene), S([O-])(O)=O.[Na+] (sodium bisulfite), ClC1=CC(=CC=C1)C(=O)OO (meta-chloroperbenzoic acid). The solvent is ClCCl (dichloromethane). Yields the product ClC=1C(=C(C=CC1Br)S(=O)(=O)C)C1=CC=CC=C1 (3-Chloro-4-bromo-2-phenyl(methylsulfonyl)benzene). Reaction SMILES: [Cl:1][C:2]1[C:3]([C:11]2[CH:16]=[CH:15][CH:14]=[CH:13][CH:12]=2)=[C:4](SC)[CH:5]=[CH:6][C:7]=1[Br:8].Cl[C:18]1C=CC=C(C(OO)=O)C=1.[S:28](=[O:31])(O)[O-:29].[Na+].C(=O)([O-])[O-].[Na+].[Na+]>ClCCl>[Cl:1][C:2]1[C:3]([C:11]2[CH:16]=[CH:15][CH:14]=[CH:13][CH:12]=2)=[C:4]([S:28]([CH3:18])(=[O:31])=[O:29])[CH:5]=[CH:6][C:7]=1[Br:8] |f:2.3,4.5.6|. Procedure: A solution of 2.5 g (8.0 mmol) of 3-chloro-4-bromo-2-phenyl(methylthio)benzene in 75 mL of dichloromethane was cooled with an ice bath and 5.7 g of meta-chloroperbenzoic acid was added in small portions with cooling and stirring. The mixture was allowed to warm to ambient temperature and stir overnight and was then heated to reflux for a short time. An aqueous solution of sodium bisulfite was added and the mixture was made basic with sodium carbonate. The organic phase was separated, washed with... The reactants are Cl.C(C)OC(C[C@H](NC(=O)[C@H]1CN(CCC1)C(CCC1CCNCC1)=O)C#C)=O (N-[(R)-1-{3-(4-piperidyl)propionyl}-3-piperidylcarbonyl]-3(S)-ethynyl-β-alanine ethyl ester hydrochloride), C([O-])([O-])=O.[K+].[K+] (potassium carbonate), BrCC=1OC(OC1C)=O (4-bromomethyl-5-methyl-2-oxo-1,3-dioxole), [Cl-].[NH4+] (ammonium chloride). The solvent is CN(C=O)C (N,N-dimethylformamide), CN(C=O)C (N,N-dimethylformamide). Conditions: temperature 0 celsius. Yields the product C(C)OC(C[C@H](NC(=O)[C@H]1CN(CCC1)C(CCC1CCN(CC1)CC=1OC(OC1C)=O)=O)C#C)=O (N-[(R)-1-[3-{1-(5-methyl-2-oxo-1,3-dioxol-4-yl-methyl)-4-piperidyl}propionyl]-3-piperidylcarbonyl]-3(S)-ethynyl-β-alanine ethyl ester). The yield is 18.2%. As a reaction SMILES: Cl.[CH2:2]([O:4][C:5](=[O:29])[CH2:6][C@@H:7]([C:27]#[CH:28])[NH:8][C:9]([C@@H:11]1[CH2:16][CH2:15][CH2:14][N:13]([C:17](=[O:26])[CH2:18][CH2:19][CH:20]2[CH2:25][CH2:24][NH:23][CH2:22][CH2:21]2)[CH2:12]1)=[O:10])[CH3:3].C(=O)([O-])[O-].[K+].[K+].Br[CH2:37][C:38]1[O:39][C:40](=[O:44])[O:41][C:42]=1[CH3:43].[Cl-].[NH4+]>CN(C)C=O>[CH2:2]([O:4][C:5](=[O:29])[CH2:6][C@@H:7]([C:27]#[CH:28])[NH:8][C:9]([C@@H:11]1[CH2:16][CH2:15][CH2:14][N:13]([C:17](=[O:26])[CH2:18][CH2:19][CH:20]2[CH2:21][CH2:22][N:23]([CH2:37][C:38]3[O:39][C:40](=[O:44])[O:41][C:42]=3[CH3:43])[CH2:24][CH2:25]2)[CH2:12]1)=[O:10])[CH3:3] |f:0.1,2.3.4,6.7|. Reported procedure: To a solution of N-[(R)-1-{3-(4-piperidyl)propionyl}-3-piperidylcarbonyl]-3(S)-ethynyl-β-alanine ethyl ester hydrochloride (0.47 g) in N,N-dimethylformamide (5 ml) was added potassium carbonate (0.2 g) under stirring at 0° C. After stirring at 0° C. for 15 minutes, a solution of 4-bromomethyl-5-methyl-2-oxo-1,3-dioxole (0.19 g) in N,N-dimethylformamide (1 ml) was added to the mixture. After stirring at ambient temperature for overnight, the mixture was poured into saturated aqueous ammonium chlo... Reactants: C1(CCCCC1)OCCC=O (3-cyclohexyloxypropionaldehyde), C(Br)(Br)(Br)Br (carbon tetrabromide), C1(=CC=CC=C1)P(C1=CC=CC=C1)C1=CC=CC=C1 (triphenylphosphine). Solvent: ClCCl (dichloromethane), ClCCl (dichloromethane), ClCCl (dichloromethane), ClCCl (dichloromethane). Product: C1(CCCCC1)OCCC=C(Br)Br (4-cyclohexyloxy-1,1-dibromobut-1-ene). Yield: 73.4%. RXN SMILES: [C:1]([Br:5])(Br)(Br)[Br:2].C1(P(C2C=CC=CC=2)C2C=CC=CC=2)C=CC=CC=1.[CH:25]1([O:31][CH2:32][CH2:33][CH:34]=O)[CH2:30][CH2:29][CH2:28][CH2:27][CH2:26]1>ClCCl>[CH:25]1([O:31][CH2:32][CH2:33][CH:34]=[C:1]([Br:5])[Br:2])[CH2:30][CH2:29][CH2:28][CH2:27][CH2:26]1. Reported procedure: Subsequently, to a solution of carbon tetrabromide (36.5 g, 0.11 mol) in dichloromethane (120 ml) was added a solution of triphenylphosphine (57.7 g, 0.22 mol) in dichloromethane (120 ml) with stirring while ice-cooling under a nitrogen atmosphere; and the resulting mixture was stirred for 5 minutes. After stirring, to the reaction mixture was added a solution of the crude 3-cyclohexyloxypropionaldehyde (8.60 g) obtained above in dichloromethane (90 ml) with stirring while ice-cooling under a ni... Reported procedure: To a 250 ml round bottom flask equipped with nitrogen inlet, thermometer, and reflux condenser was charged 5.0 g (0.0205 moles) of 3-(3-hydroxyphenyl)-5-(2-thienyl)-2-pyrazoline, and 5.0 g of powdered sodium hydroxide. The two solids were mixed thoroughly, then heated slowly to 250° C., under a rapid stream of nitrogen. The reaction mixture was heated continuously at 250° C. for a total of 2 hours, then cooled to ambient temperature. The resulting residue was the dissolved in 200 mls of water, t... RXN SMILES: [OH:1][C:2]1[CH:3]=[C:4]([C:8]2[CH2:12][CH:11]([C:13]3[S:14][CH:15]=[CH:16][CH:17]=3)NN=2)[CH:5]=[CH:6][CH:7]=1.[OH-].[Na+].Cl>O>[OH:1][C:2]1[CH:3]=[C:4]([CH:8]2[CH2:12][CH:11]2[C:13]2[S:14][CH:15]=[CH:16][CH:17]=2)[CH:5]=[CH:6][CH:7]=1 |f:1.2|. Yields the product OC=1C=C(C=CC1)C1C(C1)C=1SC=CC1 (1-(3-hydroxyphenyl)-2-(2-thienyl)cyclopropane). Run at temperature 250 celsius. Solvent: O (water). Starting materials: OC=1C=C(C=CC1)C1=NNC(C1)C=1SC=CC1 (3-(3-hydroxyphenyl)-5-(2-thienyl)-2-pyrazoline), [OH-].[Na+] (sodium hydroxide), Cl (hydrochloric acid). The yield is 81.2%. The reactants are FC1=CC(=C(C=O)C=C1)[N+](=O)[O-] (4-fluoro-2-nitrobenzaldehyde), C(#N)CC(=O)N (2-cyanoacetamide), N1CCCCC1 (piperidine). The solvent is C(C)O (ethanol). Run at time 28 hour. Yields the product C(#N)C(C(=O)N)=CC1=C(C=C(C=C1)F)[N+](=O)[O-] (α-Cyano-β-(2-Nitro-4-Fluorophenyl)Acrylamide). As a reaction SMILES: [F:1][C:2]1[CH:9]=[CH:8][C:5]([CH:6]=O)=[C:4]([N+:10]([O-:12])=[O:11])[CH:3]=1.[C:13]([CH2:15][C:16]([NH2:18])=[O:17])#[N:14].N1CCCCC1>C(O)C>[C:13]([C:15](=[CH:6][C:5]1[CH:8]=[CH:9][C:2]([F:1])=[CH:3][C:4]=1[N+:10]([O-:12])=[O:11])[C:16]([NH2:18])=[O:17])#[N:14]. Procedure details: A mixture of 4-fluoro-2-nitrobenzaldehyde (8.70 g., 51.5 millimoles), 2-cyanoacetamide (4.7 g., 54.4 millimoles), piperidine (0.032 g., 0.37 millimole) and ethanol (80 ml.) is stirred at room temperature for 28 hours. The solid which formed is separated by filtration, washed with ethanol (45 ml.) and dried. Yield = 10 g. (83.5%) of the title acrylamide as light tan crystals. M.P. 278°-279° C.